This data is from the Open Reaction Database (ORD), a public repository of structured organic reaction records. The task is: describe an organic reaction: reactants, conditions, products, and yield The reactants are CC(=O)OCC1CCC(OC(C)c2cc(C(F)(F)F)cc(C(F)(F)F)c2)C(c2ccc(F)cc2)C1C=O, CC(=O)O[BH-](OC(C)=O)OC(C)=O, NCc1ccccc1, [Na+]. The product is CC(=O)OCC1CCC(OC(C)c2cc(C(F)(F)F)cc(C(F)(F)F)c2)C(c2ccc(F)cc2)C1CNCc1ccccc1. Reaction SMILES: [C:1]([CH3:2])(=[O:3])[O:4][CH2:5][CH:6]1[CH:7]([CH:36]=[O:37])[CH:8]([c:29]2[cH:30][cH:31][c:32]([F:35])[cH:33][cH:34]2)[CH:9]([O:12][CH:13]([CH3:14])[c:15]2[cH:16][c:17]([C:25]([F:26])([F:27])[F:28])[cH:18][c:19]([C:21]([F:22])([F:23])[F:24])[cH:20]2)[CH2:10][CH2:11]1.[C:46]([O:47][BH-:48]([O:49][C:50](=[O:51])[CH3:52])[O:53][C:54](=[O:55])[CH3:56])(=[O:57])[CH3:58].[NH2:38][CH2:39][c:40]1[cH:41][cH:42][cH:43][cH:44][cH:45]1.[Na+:59]>>[C:1]([CH3:2])(=[O:3])[O:4][CH2:5][CH:6]1[CH:7]([CH2:36][NH:38][CH2:39][c:40]2[cH:41][cH:42][cH:43][cH:44][cH:45]2)[CH:8]([c:29]2[cH:30][cH:31][c:32]([F:35])[cH:33][cH:34]2)[CH:9]([O:12][CH:13]([CH3:14])[c:15]2[cH:16][c:17]([C:25]([F:26])([F:27])[F:28])[cH:18][c:19]([C:21]([F:22])([F:23])[F:24])[cH:20]2)[CH2:10][CH2:11]1.